describe an organic reaction: reactants, conditions, products, and yield From a dataset of the Open Reaction Database (ORD), a public repository of structured organic reaction records. The reactants are [Cl-].[Al+3].[Cl-].[Cl-] (Aluminum chloride), Cl (HCl), C1(=CC=CC=C1)C(C(=O)O)CCCCCCCCCCCCCCCC (Phenylstearic acid), C(C)(=O)Cl (Acetyl chloride), C(Cl)(Cl)(Cl)Cl.[Al+3].[Cl-].[Cl-].[Cl-] (CCl4 AlCl3). Run in C(Cl)(Cl)(Cl)Cl (carbon tetrachloride), C(Cl)(Cl)(Cl)Cl (CCl4), C(Cl)(Cl)(Cl)Cl (CCl4). Product: C(C)(=O)C(C(=O)O)(CCCCCCCCCCCCCCCC)C1=CC=CC=C1 (ACETYLPHENYLSTEARIC ACID). RXN SMILES: [Cl-].[Al+3].[Cl-].[Cl-].[C:5](Cl)(=[O:7])[CH3:6].C(Cl)(Cl)(Cl)Cl.[Al+3].[Cl-].[Cl-].[Cl-].[C:18]1([CH:24]([CH2:28][CH2:29][CH2:30][CH2:31][CH2:32][CH2:33][CH2:34][CH2:35][CH2:36][CH2:37][CH2:38][CH2:39][CH2:40][CH2:41][CH2:42][CH3:43])[C:25]([OH:27])=[O:26])[CH:23]=[CH:22][CH:21]=[CH:20][CH:19]=1.Cl>C(Cl)(Cl)(Cl)Cl>[C:5]([C:24]([C:18]1[CH:19]=[CH:20][CH:21]=[CH:22][CH:23]=1)([CH2:28][CH2:29][CH2:30][CH2:31][CH2:32][CH2:33][CH2:34][CH2:35][CH2:36][CH2:37][CH2:38][CH2:39][CH2:40][CH2:41][CH2:42][CH3:43])[C:25]([OH:27])=[O:26])(=[O:7])[CH3:6] |f:0.1.2.3,5.6.7.8.9|. Procedure details: A 500 ml reaction vessel was charged with 200 mls freshly distilled carbon tetrachloride and the CCl4 was cooled to 0°-5° C. Aluminum chloride (0.33 moles) was added, via Gooch tubing, to the CCl4 over a period of 20 minutes. Acetyl chloride (0.35 mol) was added to an addition funnel and charged to the CCl4 -AlCl3 mixture. Phenylstearic acid (0.125 moles) was then slowly added to the reaction mixture from an addition funnel while maintaining the temperature of the reaction mixture at 0°-5° C. Th... Starting materials: FC=1C=C(C=CC1F)[C@@H]1N(CC[C@@H](C1)C1=CC(NO1)=O)C(=O)OC ((2R,4S)-methyl 2-(3,4-difluorophenyl)-4-(3-oxo-2,3-dihydroisoxazol-5-yl)piperidine-1-carboxylate), Br (hydrobromic acid). Run at time 20 hour. The product is FC=1C=C(C=CC1F)[C@@H]1NCC[C@@H](C1)C1=CC(NO1)=O (5-((2R,4S)-2-(3,4-difluorophenyl)piperidin-4-yl)isoxazol-3(2H)-one). Yield: 65.5%. Reaction SMILES: [F:1][C:2]1[CH:3]=[C:4]([C@H:9]2[CH2:14][C@@H:13]([C:15]3[O:19][NH:18][C:17](=[O:20])[CH:16]=3)[CH2:12][CH2:11][N:10]2C(OC)=O)[CH:5]=[CH:6][C:7]=1[F:8].Br>>[F:1][C:2]1[CH:3]=[C:4]([C@H:9]2[CH2:14][C@@H:13]([C:15]3[O:19][NH:18][C:17](=[O:20])[CH:16]=3)[CH2:12][CH2:11][NH:10]2)[CH:5]=[CH:6][C:7]=1[F:8]. Reported procedure: (2R,4S)-methyl 2-(3,4-difluorophenyl)-4-(3-oxo-2,3-dihydroisoxazol-5-yl)piperidine-1-carboxylate (1.7 g, 5.03 mmol) was dissolved in hydrobromic acid (33% in AcOH, 25 mL, 151.92 mmol) and stirred at room temperature for 20 h. The solvent was evaporated in vacuo. The compound was purified by preparative HPLC on a XBridge C18 column (10 μm 250×50 ID mm) using a gradient of 5-30% Acetonitrile in H2O/MeCN/NH3 95/5/0.2 buffer over 25 minutes with a flow of 100 mL/min. The compound was repurified by p... Reactants: resultant mixture, BrC=1C=C(C=CC1)C1=NN(C2=NC(=NC=C21)NCCN2CCOCC2)COCC[Si](C)(C)C ([3-(3-bromo-phenyl)-1-(2-trimethylsilanyl-ethoxymethyl)-1H-pyrazolo[3,4-d]pyrimidin-6-yl]-(2-morpholin-4-yl-ethyl)-amine), S1C=C(C=C1)NC (thiophen-3-yl-methylamine), CN(C)C1=CC=CC=C1C2=CC=CC=C2P(C3CCCCC3)C4CCCCC4 (DavePhos), C(C)(C)(C)O[Na] (t-BuONa). Reagents/catalysts: C=1C=CC(=CC1)/C=C/C(=O)/C=C/C2=CC=CC=C2.C=1C=CC(=CC1)/C=C/C(=O)/C=C/C2=CC=CC=C2.C=1C=CC(=CC1)/C=C/C(=O)/C=C/C2=CC=CC=C2.[Pd].[Pd] (Pd2(dba)3). Run in O1CCOCC1 (1,4-dioxane). Yields the product N1(CCOCC1)CCNC1=NC=C2C(=N1)N(N=C2C2=CC(=CC=C2)NCC2=CSC=C2)COCC[Si](C)(C)C ((2-morpholin-4-yl-ethyl)-[3-{3-[(thiophen-3-ylmethyl)-amino]-phenyl}-1-(2-trimethylsilanyl-ethoxymethyl)-1H-pyrazolo[3,4-d]pyrimidin-6-yl]-amine). RXN SMILES: Br[C:2]1[CH:3]=[C:4]([C:8]2[C:16]3[C:11](=[N:12][C:13]([NH:17][CH2:18][CH2:19][N:20]4[CH2:25][CH2:24][O:23][CH2:22][CH2:21]4)=[N:14][CH:15]=3)[N:10]([CH2:26][O:27][CH2:28][CH2:29][Si:30]([CH3:33])([CH3:32])[CH3:31])[N:9]=2)[CH:5]=[CH:6][CH:7]=1.[S:34]1[CH:38]=[CH:37][C:36](NC)=[CH:35]1.[CH3:41][N:42](C1C(C2C(P(C3CCCCC3)C3CCCCC3)=CC=CC=2)=CC=CC=1)C.C(O[Na])(C)(C)C>O1CCOCC1.C1C=CC(/C=C/C(/C=C/C2C=CC=CC=2)=O)=CC=1.C1C=CC(/C=C/C(/C=C/C2C=CC=CC=2)=O)=CC=1.C1C=CC(/C=C/C(/C=C/C2C=CC=CC=2)=O)=CC=1.[Pd].[Pd]>[N:20]1([CH2:19][CH2:18][NH:17][C:13]2[N:12]=[C:11]3[N:10]([CH2:26][O:27][CH2:28][CH2:29][Si:30]([CH3:33])([CH3:32])[CH3:31])[N:9]=[C:8]([C:4]4[CH:5]=[CH:6][CH:7]=[C:2]([NH:42][CH2:41][C:36]5[CH:37]=[CH:38][S:34][CH:35]=5)[CH:3]=4)[C:16]3=[CH:15][N:14]=2)[CH2:25][CH2:24][O:23][CH2:22][CH2:21]1 |f:5.6.7.8.9|. Procedure details: To a stirred solution of [3-(3-bromo-phenyl)-1-(2-trimethylsilanyl-ethoxymethyl)-1H-pyrazolo[3,4-d]pyrimidin-6-yl]-(2-morpholin-4-yl-ethyl)-amine (from Example 40 supra) (250 mg, 0.47 mmol), thiophen-3-yl-methylamine (54 mg, 0.564 mmol), DavePhos (37 mg, 20% mol) and t-BuONa (54 mg, 0.564 mmol) in 1,4-dioxane (10 mL), Pd2(dba)3 (27 mg, 10% mol) was added in one portion under N2 atmosphere. The resultant mixture was stirred at 100° C. for 6 hours. The mixture was cooled and filtered; the filtrate... Starting materials: O=S1(CCC2=C1C=CC(=C2)C(CN2CCN(CC2)C[C@H](O)C2=C(C1=C(C(OC1)=O)C=C2)C)=O)=O (5-[(1R)-2-{4-[2-(1,1-dioxido-2,3-dihydro-1-benzothiophen-5-yl)-2-oxoethyl]piperazin-1-yl}-1-hydroxyethyl]-4-methyl-2-benzofuran-1(3H)-one), [BH4-].[Na+] (sodium borohydride). Solvent: CO (MeOH). Run at time 1 hour. Yields the product O=S1(CCC2=C1C=CC(=C2)C(CN2CCN(CC2)C[C@H](O)C2=C(C1=C(C(OC1)=O)C=C2)C)O)=O (5-[(1R)-2-{4-[2-(1,1-dioxido-2,3-dihydro-1-benzothiophen-5-yl)-2-hydroxyethyl]piperazin-1-yl}-1-hydroxyethyl]-4-methyl-2-benzofuran-1(3H)-one). As a reaction SMILES: [O:1]=[S:2]1(=[O:34])[C:6]2[CH:7]=[CH:8][C:9]([C:11](=[O:33])[CH2:12][N:13]3[CH2:18][CH2:17][N:16]([CH2:19][C@@H:20]([C:22]4[CH:31]=[CH:30][C:25]5[C:26](=[O:29])[O:27][CH2:28][C:24]=5[C:23]=4[CH3:32])[OH:21])[CH2:15][CH2:14]3)=[CH:10][C:5]=2[CH2:4][CH2:3]1.[BH4-].[Na+]>CO>[O:34]=[S:2]1(=[O:1])[C:6]2[CH:7]=[CH:8][C:9]([CH:11]([OH:33])[CH2:12][N:13]3[CH2:14][CH2:15][N:16]([CH2:19][C@@H:20]([C:22]4[CH:31]=[CH:30][C:25]5[C:26](=[O:29])[O:27][CH2:28][C:24]=5[C:23]=4[CH3:32])[OH:21])[CH2:17][CH2:18]3)=[CH:10][C:5]=2[CH2:4][CH2:3]1 |f:1.2|. Reported procedure: To a solution of 5-[(1R)-2-{4-[2-(1,1-dioxido-2,3-dihydro-1-benzothiophen-5-yl)-2-oxoethyl]piperazin-1-yl}-1-hydroxyethyl]-4-methyl-2-benzofuran-1(3H)-one (56 mg, 0.12 mmol) in 3 mL MeOH was added sodium borohydride (4.4 mg, 0.12 mmol) portion wise. The reaction was allowed to stir at ambient temperature for one hour, quenched by the addition of water and then concentrated in vacuo. The crude residue was dissolved in DCM/water mixture. The aqueous layer was extracted three times with DCM (10 mL)... Reactants: [OH-].[Na+] (Sodium hydroxide), ClC1=C(C(=CC=C1)Cl)C1=CC2=C(N=C(N=C2)NC=2C=C(C(=O)OCC)C=CC2)N(C1=O)C (3-[6-(2,6-Dichlorophenyl)-8-methyl-7-oxo-7,8-dihydro-pyrido[2,3-d]pyrimidin-2-ylamino]-benzoic acid, ethyl ester), C(C)(=O)O (acetic acid). Run in CO (methanol). Yields the product ClC1=C(C(=CC=C1)Cl)C1=CC2=C(N=C(N=C2)NC=2C=C(C(=O)O)C=CC2)N(C1=O)C (3-[6-(2,6-Dichlorophenyl)-8-methyl-7-oxo-7,8-dihydro-pyrido[2,3-d]pyrimidin-2-ylamino]-benzoic acid). As a reaction SMILES: [Cl:1][C:2]1[CH:7]=[CH:6][CH:5]=[C:4]([Cl:8])[C:3]=1[C:9]1[C:30](=[O:31])[N:29]([CH3:32])[C:12]2[N:13]=[C:14]([NH:17][C:18]3[CH:19]=[C:20]([CH:26]=[CH:27][CH:28]=3)[C:21]([O:23]CC)=[O:22])[N:15]=[CH:16][C:11]=2[CH:10]=1.[OH-].[Na+].C(O)(=O)C>CO>[Cl:8][C:4]1[CH:5]=[CH:6][CH:7]=[C:2]([Cl:1])[C:3]=1[C:9]1[C:30](=[O:31])[N:29]([CH3:32])[C:12]2[N:13]=[C:14]([NH:17][C:18]3[CH:19]=[C:20]([CH:26]=[CH:27][CH:28]=3)[C:21]([OH:23])=[O:22])[N:15]=[CH:16][C:11]=2[CH:10]=1 |f:1.2|. Procedure: A quantity of 0.065 g (0.139 mmol) of 3-[6-(2,6-dichlorophenyl)-8-methyl-7-oxo-7,8-dihydro-pyrido[2,3-d]pyrimidin-2-ylamino]-benzoic acid, ethyl ester of Example 89 was dissolved in 75 mL of boiling methanol. 2N Sodium hydroxide (2 mL) was added, and the clear solution was maintained at reflux for 2 hours. The solution was concentrated with stirring to ca. 15 mL volume. The turbid solution was filtered hot to remove traces of solid. The filtrate was concentrated to ca. 4 mL volume. Water (5 mL) ... The reactants are CCOC(=O)C1(CCOC)CCC(O)CC1, CS(=O)(=O)Oc1ccc(N)cc1. The product is CS(=O)(=O)Oc1ccc(N2CCC3(CCC(O)CC3)C2=O)cc1. As a reaction SMILES: [CH2:1]([O:2][C:4](=[O:5])[C:6]1([CH2:13][CH2:14][O:3][CH3:15])[CH2:7][CH2:8][CH:9]([OH:12])[CH2:10][CH2:11]1)[CH3:16].[NH2:17][c:18]1[cH:19][cH:20][c:21]([O:24][S:25](=[O:26])(=[O:27])[CH3:28])[cH:22][cH:23]1>>[C:4]1(=[O:5])[C:6]2([CH2:7][CH2:8][CH:9]([OH:12])[CH2:10][CH2:11]2)[CH2:13][CH2:14][N:17]1[c:18]1[cH:19][cH:20][c:21]([O:24][S:25](=[O:26])(=[O:27])[CH3:28])[cH:22][cH:23]1.